Dataset: the Open Reaction Database (ORD), a public repository of structured organic reaction records. Task: describe an organic reaction: reactants, conditions, products, and yield The reactants are C(C)OC(=O)C=1C(=C2C(=C(N1)C#C[Si](C)(C)C)SN=C2C2=CC=C(C=C2)Cl)O (3-(4-Chloro-phenyl)-4-hydroxy-7-trimethylsilanylethynyl-isothiazolo[5,4-c]pyridine-5-carboxylic acid ethyl ester), NCC(=O)O (glycine), C[O-].[Na+] (NaOMe). The product is ClC1=CC=C(C=C1)C1=NSC2=C(N=C(C(=C21)O)C(=O)NCC(=O)O)C#C ({[3-(4-Chloro-phenyl)-7-ethynyl-4-hydroxy-isothiazolo[5,4-c]pyridine-5-carbonyl]-amino}-acetic acid). Yield: 86.7%. RXN SMILES: C(O[C:4]([C:6]1[C:7]([OH:28])=[C:8]2[C:20]([C:21]3[CH:26]=[CH:25][C:24]([Cl:27])=[CH:23][CH:22]=3)=[N:19][S:18][C:9]2=[C:10]([C:12]#[C:13][Si](C)(C)C)[N:11]=1)=[O:5])C.[NH2:29][CH2:30][C:31]([OH:33])=[O:32].C[O-].[Na+]>>[Cl:27][C:24]1[CH:23]=[CH:22][C:21]([C:20]2[C:8]3[C:9](=[C:10]([C:12]#[CH:13])[N:11]=[C:6]([C:4]([NH:29][CH2:30][C:31]([OH:33])=[O:32])=[O:5])[C:7]=3[OH:28])[S:18][N:19]=2)=[CH:26][CH:25]=1 |f:2.3|. Procedure: A mixture of 3-(4-Chloro-phenyl)-4-hydroxy-7-trimethylsilanylethynyl-isothiazolo[5,4-c]pyridine-5-carboxylic acid ethyl ester (51.5 mg, 0.119 mmol), glycine (269.7 mg, 3.59 mmol) and NaOMe (5.98 mL, 2.99 mmol, 0.5 M solution in MeOH) was refluxed for 24 h before it was concentrated in vacuo. The residue was dissolved in water (50 mL). The solution was then washed with CH2Cl2 (2×20 mL) before it was acidified by addition on aqueous 1N HCl solution. The resulting precipitate was sucked off, washed...